Task: describe an organic reaction: reactants, conditions, products, and yield. Dataset: the Open Reaction Database (ORD), a public repository of structured organic reaction records The reactants are BrCc1ccccc1, [K+], [K+], O=C([O-])[O-], CN(C)C=O, COC(=O)C(C)CS(=O)(=O)NC(c1ccccc1)c1ccccc1. Yields the product COC(=O)C(C)CS(=O)(=O)N(Cc1ccccc1)C(c1ccccc1)c1ccccc1. RXN SMILES: [Br:31][CH2:32][c:33]1[cH:34][cH:35][cH:36][cH:37][cH:38]1.[K+:25].[K+:26].[O-:27][C:28]([O-:29])=[O:30].[O:39]=[CH:40][N:41]([CH3:42])[CH3:43].[c:1]1([CH:7]([NH:8][S:9](=[O:10])(=[O:11])[CH2:12][CH:13]([C:14](=[O:15])[O:16][CH3:17])[CH3:18])[c:19]2[cH:20][cH:21][cH:22][cH:23][cH:24]2)[cH:2][cH:3][cH:4][cH:5][cH:6]1>>[c:1]1([CH:7]([N:8]([S:9](=[O:10])(=[O:11])[CH2:12][CH:13]([C:14](=[O:15])[O:16][CH3:17])[CH3:18])[CH2:32][c:33]2[cH:34][cH:35][cH:36][cH:37][cH:38]2)[c:19]2[cH:20][cH:21][cH:22][cH:23][cH:24]2)[cH:2][cH:3][cH:4][cH:5][cH:6]1. The reactants are P(Cl)(Cl)Cl (phosphorus trichloride), [H-].[Na+] (Sodium hydride), O=C1NC2=CC=C(C=C2C1)C(=O)N (2-oxoindoline-5-carboxamide), ClC1=CC=C(C=[N+]1[O-])CN1CCOCC1 (4-[(6-chloro-1-oxidopyridin-3-yl)methyl]morpholine). The solvent is C(C)(=O)OCC (ethyl acetate), CN(C=O)C (N,N-dimethylformamide), C(=O)(O)[O-].[Na+] (NaHCO3), CN(C=O)C (N,N-dimethylformamide). Conditions: temperature 0 celsius, time 15 minute. The product is Cl.OC=1NC2=CC=C(C=C2C1C1=NC=C(C=C1)CN1CCOCC1)C(=O)N (2-Hydroxy-3-[5-(morpholin-4-ylmethyl)pyridin-2-yl]-1H-indole-5-carboxamide hydrochloride). As a reaction SMILES: [H-].[Na+].[O:3]=[C:4]1[CH2:12][C:11]2[C:6](=[CH:7][CH:8]=[C:9]([C:13]([NH2:15])=[O:14])[CH:10]=2)[NH:5]1.[Cl:16][C:17]1[N+:22]([O-])=[CH:21][C:20]([CH2:24][N:25]2[CH2:30][CH2:29][O:28][CH2:27][CH2:26]2)=[CH:19][CH:18]=1.P(Cl)(Cl)Cl>CN(C)C=O.C([O-])(O)=O.[Na+].C(OCC)(=O)C>[ClH:16].[OH:3][C:4]1[NH:5][C:6]2[C:11]([C:12]=1[C:17]1[CH:18]=[CH:19][C:20]([CH2:24][N:25]3[CH2:30][CH2:29][O:28][CH2:27][CH2:26]3)=[CH:21][N:22]=1)=[CH:10][C:9]([C:13]([NH2:15])=[O:14])=[CH:8][CH:7]=2 |f:0.1,6.7,9.10|. Procedure: Sodium hydride (0.090 g of 60% suspension in mineral oil, 2.25 mmol) was added to a cooled (0° C.) solution of 2-oxoindoline-5-carboxamide (0.315 g, 1.79 mmol) in N,N-dimethylformamide (5 mL). The reaction mixture was stirred at 0° C. for 15 min under an N2 atmosphere, followed by the addition of 4-[(6-chloro-1-oxidopyridin-3-yl)methyl]morpholine (0.345 g, 1.51 mmol) in N,N-dimethylformamide (2 mL). The reaction vessel was closed, immediately warmed up to 130° C., and the reaction was stirred at... Reactants: CC#N, CCOC(C)=O, COc1ccc2c(c1)CCC1C2CCC2(C)C(=O)CC(C(C)C)C12, CC(C)[N-]C(C)C, [Cl-], C[Si](C)(C)Cl, [Li+], [NH4+], CC(=O)[O-], CC(=O)[O-], C1CCOC1, [Pd+2]. The product is COc1ccc2c(c1)CCC1C2CCC2(C)C(=O)C=C(C(C)C)C12. RXN SMILES: [CH3:45][C:46]#[N:47].[CH3:57][CH2:58][O:59][C:60](=[O:61])[CH3:62].[CH:1]([CH3:2])([CH3:3])[CH:4]1[CH2:5][C:6](=[O:24])[C:7]2([CH3:8])[CH:9]1[CH:10]1[CH2:11][CH2:12][c:13]3[cH:14][c:15]([O:22][CH3:23])[cH:16][cH:17][c:18]3[CH:19]1[CH2:20][CH2:21]2.[CH:25]([N-:26][CH:27]([CH3:28])[CH3:29])([CH3:30])[CH3:31].[Cl-:38].[Cl:33][Si:34]([CH3:35])([CH3:36])[CH3:37].[Li+:32].[NH4+:39].[O-:49][C:50]([CH3:51])=[O:52].[O-:53][C:54]([CH3:55])=[O:56].[O:40]1[CH2:41][CH2:42][CH2:43][CH2:44]1.[Pd+2:48]>>[CH:1]([CH3:2])([CH3:3])[C:4]1=[CH:5][C:6](=[O:24])[C:7]2([CH3:8])[CH:9]1[CH:10]1[CH2:11][CH2:12][c:13]3[cH:14][c:15]([O:22][CH3:23])[cH:16][cH:17][c:18]3[CH:19]1[CH2:20][CH2:21]2. Starting materials: CC1=CC2=CC=CC=C2C=C1 (2-methylnaphthalene), COC(Cl)Cl (1,1-dichloromethyl methyl ether). The reagents and catalysts are [Ti](Cl)(Cl)(Cl)Cl (titanium tetrachloride). The solvent is C(Cl)Cl (methylene chloride). The product is CC1=C(C2=CC=CC=C2C=C1)C=O (2-Methyl-1-naphthaldehyde). RXN SMILES: [CH3:1][C:2]1[CH:11]=[CH:10][C:9]2[C:4](=[CH:5][CH:6]=[CH:7][CH:8]=2)[CH:3]=1.[CH3:12][O:13]C(Cl)Cl>[Ti](Cl)(Cl)(Cl)Cl.C(Cl)Cl>[CH3:1][C:2]1[CH:11]=[CH:10][C:9]2[C:4](=[CH:5][CH:6]=[CH:7][CH:8]=2)[C:3]=1[CH:12]=[O:13]. Reported procedure: By the method of Preparation 1, except that a reaction time of 1 hour at 0° C. was employed, 2-methylnaphthalene (10 g., 0.070 mole) in 200 ml. of methylene chloride was reacted with titanium tetrachloride (52.6 g., 30.5 ml., 0.28 mole) and 1,1-dichloromethyl methyl ether (24.1 g., 0.21 mole). The crude product, obtained as an oil, was distilled, yielding 12.2 g. of distillate b.p. 155°-160° C./2.3-3.0 mm. On standing, crystalline product separated from the distillate. Filtration gave purified 2... The reactants are [N+](=O)([O-])C1=C(C=C(C(=C1)N)Cl)N (2-nitro-5-chloropara-phenylenediamine), [Na] (sodium), SCCS(=O)(=O)O (2-mercaptoethanesulphonic acid). Product: O.[N+](=O)([O-])C1=C(C=C(C(=C1)N)SCCS(=O)(=O)O)N (2-nitro-5-sulphoethylthio-paraphenylenediamine monohydrate). RXN SMILES: [N+:1]([C:4]1[CH:9]=[C:8]([NH2:10])[C:7](Cl)=[CH:6][C:5]=1[NH2:12])([O-:3])=[O:2].[Na].[SH:14][CH2:15][CH2:16][S:17]([OH:20])(=[O:19])=[O:18]>>[OH2:2].[N+:1]([C:4]1[CH:9]=[C:8]([NH2:10])[C:7]([S:14][CH2:15][CH2:16][S:17]([OH:20])(=[O:19])=[O:18])=[CH:6][C:5]=1[NH2:12])([O-:3])=[O:2] |f:3.4,^1:12|. Procedure: 18.7 g (0.1 mol) of 2-nitro-5-chloropara-phenylenediamine and 24.6 g (0.15 mol) of the sodium salt of 2-mercaptoethanesulphonic acid were used as the starting materials to give yellow-orange crystals (27.6 g) melting above 260° C., whose elemental analysis calculated for C8H11N3O5S2.H2O was: Reactants: FC(CCNC(C1=C(C=C(C(=C1)[N+](=O)[O-])NC)N1CC(CCC1)C(F)(F)F)=O)(F)F (N-(3,3,3-trifluoro-propyl)-2-[3-trifluoromethyl-piperidinyl]-4-methylamino-5-nitro-benzoic acid amide), C1CCOC1 (THF). The reagents and catalysts are [Pd] (Pd/C). Run in CO (MeOH). Run at time 8 hour. Yields the product FC(CCNC(C1=C(C=C(C(=C1)N)NC)N1CC(CCC1)C(F)(F)F)=O)(F)F (N-(3,3,3-Trifluoro-propyl)-2-[3-trifluoromethyl-piperidinyl]-4-methylamino-5-amino-benzoic acid amide). RXN SMILES: [F:1][C:2]([F:30])([F:29])[CH2:3][CH2:4][NH:5][C:6](=[O:28])[C:7]1[CH:12]=[C:11]([N+:13]([O-])=O)[C:10]([NH:16][CH3:17])=[CH:9][C:8]=1[N:18]1[CH2:23][CH2:22][CH2:21][CH:20]([C:24]([F:27])([F:26])[F:25])[CH2:19]1.C1COCC1>[Pd].CO>[F:30][C:2]([F:1])([F:29])[CH2:3][CH2:4][NH:5][C:6](=[O:28])[C:7]1[CH:12]=[C:11]([NH2:13])[C:10]([NH:16][CH3:17])=[CH:9][C:8]=1[N:18]1[CH2:23][CH2:22][CH2:21][CH:20]([C:24]([F:27])([F:26])[F:25])[CH2:19]1. Procedure: A mixture of N-(3,3,3-trifluoro-propyl)-2-[3-trifluoromethyl-piperidinyl]-4-methylamino-5-nitro-benzoic acid amide (100 mg, 0.22 mmol), Pd/C (10 mg), THF (5 mL) and MeOH (15 mL) is stirred under 3 bar H2-atmosphere overnight. The mixture is filtered, and the filtrate is concentrated. The reactants are CC(C)(C)OC(=O)N1CCC(Oc2c(F)cc([N+](=O)[O-])cc2F)CC1, CCO. Yields the product CC(C)(C)OC(=O)N1CCC(Oc2c(F)cc(N)cc2F)CC1. Reaction SMILES: [C:1]([CH3:2])([CH3:3])([CH3:4])[O:5][C:6](=[O:7])[N:8]1[CH2:9][CH2:10][CH:11]([O:14][c:15]2[c:16]([F:25])[cH:17][c:18]([N+:22]([O-:23])=[O:24])[cH:19][c:20]2[F:21])[CH2:12][CH2:13]1.[CH3:26][CH2:27][OH:28]>>[C:1]([CH3:2])([CH3:3])([CH3:4])[O:5][C:6](=[O:7])[N:8]1[CH2:9][CH2:10][CH:11]([O:14][c:15]2[c:16]([F:25])[cH:17][c:18]([NH2:22])[cH:19][c:20]2[F:21])[CH2:12][CH2:13]1. Reactants: C=Cc1cc(C#N)ccc1C1NC(=O)NC1=O, C, CO, [H][H], [Pd]. The product is CCc1cc(C#N)ccc1C1NC(=O)NC1=O. Reaction SMILES: [C:1](#[N:2])[c:3]1[cH:4][c:5]([CH:16]=[CH2:17])[c:6]([CH:9]2[C:10](=[O:15])[NH:11][C:12](=[O:14])[NH:13]2)[cH:7][cH:8]1.[C:22].[CH3:20][OH:21].[H:18][H:19].[Pd:23]>>[C:1](#[N:2])[c:3]1[cH:4][c:5]([CH2:16][CH3:17])[c:6]([CH:9]2[C:10](=[O:15])[NH:11][C:12](=[O:14])[NH:13]2)[cH:7][cH:8]1. Starting materials: NC1(CCN(CC1)C)C#N (4-amino-4-cyano-1-methylpiperidine), [H-].[H-].[H-].[H-].[Li+].[Al+3] (LiAlH4), [OH-].[Na+] (NaOH), O (water), O (water). Solvent: C(OC)COC (dimethoxyethane), C(OC)COC (dimethoxyethane). Yields the product NC1(CCN(CC1)C)CN (4-amino-4-aminomethyl-1-methylpiperidine). Isolated yield 85.6%. Reaction SMILES: [NH2:1][C:2]1([C:9]#[N:10])[CH2:7][CH2:6][N:5]([CH3:8])[CH2:4][CH2:3]1.[H-].[H-].[H-].[H-].[Li+].[Al+3].O.[OH-].[Na+]>C(COC)OC>[NH2:1][C:2]1([CH2:9][NH2:10])[CH2:7][CH2:6][N:5]([CH3:8])[CH2:4][CH2:3]1 |f:1.2.3.4.5.6,8.9|. Procedure: A solution of 4-amino-4-cyano-1-methylpiperidine (3.60 g) in dry dimethoxyethane was added to mechanically stirred suspension of LiAlH4 (3.0 g) in dry dimethoxyethane under nitrogen atmosphere, at such a rate that the temperature didn't rise over 50° C. At the end of the addition the mixture was heated under reflux for 6 hr. Excess LiAlH4 was destroyed by adding to the cold (0° C.) stirred reaction mixture, under nitrogen, 4M NaoH (10 ml), water (3 ml), saturated NaOH solution (10 ml) and water ... Reactants: CO, CC(C)Oc1cc(-n2c(Cl)nc(C(F)(F)F)c(F)c2=O)c(F)cc1Cl. Product: COc1nc(C(F)(F)F)c(F)c(=O)n1-c1cc(OC(C)C)c(Cl)cc1F. Reaction SMILES: [CH3:26][OH:27].[Cl:1][c:2]1[n:3](-[c:14]2[c:15]([F:25])[cH:16][c:17]([Cl:24])[c:18]([O:20][CH:21]([CH3:22])[CH3:23])[cH:19]2)[c:4](=[O:13])[c:5]([F:12])[c:6]([C:8]([F:9])([F:10])[F:11])[n:7]1>>[c:2]1([O:27][CH3:26])[n:3](-[c:14]2[c:15]([F:25])[cH:16][c:17]([Cl:24])[c:18]([O:20][CH:21]([CH3:22])[CH3:23])[cH:19]2)[c:4](=[O:13])[c:5]([F:12])[c:6]([C:8]([F:9])([F:10])[F:11])[n:7]1.